Task: describe an organic reaction: reactants, conditions, products, and yield. Dataset: the Open Reaction Database (ORD), a public repository of structured organic reaction records The reactants are CCCCCN(CCC12CC3CC(CC(C3)C1)C2)C(=O)CCN=Cc1ccncc1, CO. The product is CCCCCN(CCC12CC3CC(CC(C3)C1)C2)C(=O)CCNCc1ccncc1. As a reaction SMILES: [C:1]12([CH2:11][CH2:12][N:13]([C:14]([CH2:15][CH2:16][N:17]=[CH:18][c:19]3[cH:20][cH:21][n:22][cH:23][cH:24]3)=[O:25])[CH2:26][CH2:27][CH2:28][CH2:29][CH3:30])[CH2:2][CH:3]3[CH2:4][CH:5]([CH2:6][CH:7]([CH2:8]1)[CH2:9]3)[CH2:10]2.[CH3:31][OH:32]>>[C:1]12([CH2:11][CH2:12][N:13]([C:14]([CH2:15][CH2:16][NH:17][CH2:18][c:19]3[cH:20][cH:21][n:22][cH:23][cH:24]3)=[O:25])[CH2:26][CH2:27][CH2:28][CH2:29][CH3:30])[CH2:2][CH:3]3[CH2:4][CH:5]([CH2:6][CH:7]([CH2:8]1)[CH2:9]3)[CH2:10]2. Reactants: S(=O)(=O)([O-])[O-].[Na+].[Na+] (Sodium sulfate), [H-].[Al+3].[H-].[H-] (aluminum hydride), CC(=CCCC(=O)OC)CCCC(CCCC(C)C)C (methyl 5,9,13-trimethyltetradec-4-enoate), S(=O)(=O)([O-])[O-].[Na+].[Na+] (sodium sulfate). Run in O1CCCC1 (tetrahydrofuran). Reaction conditions: temperature 50 celsius, time 4 hour. The product is CC(=CCCCO)CCCC(CCCC(C)C)C (5,9,13-trimethyltetradec-4-en-1-ol). The yield is 99.9%. RXN SMILES: [H-].[Al+3].[H-].[H-].[CH3:5][C:6]([CH2:14][CH2:15][CH2:16][CH:17]([CH3:24])[CH2:18][CH2:19][CH2:20][CH:21]([CH3:23])[CH3:22])=[CH:7][CH2:8][CH2:9][C:10](OC)=[O:11].S([O-])([O-])(=O)=O.[Na+].[Na+]>O1CCCC1>[CH3:5][C:6]([CH2:14][CH2:15][CH2:16][CH:17]([CH3:24])[CH2:18][CH2:19][CH2:20][CH:21]([CH3:23])[CH3:22])=[CH:7][CH2:8][CH2:9][CH2:10][OH:11] |f:0.1.2.3,5.6.7|. Reported procedure: Under a nitrogen atmosphere, 16.8 g (443 mmol) of ithium aluminum hydride was added little by little at 0° C. to a solution of 50.0 g (177 mmol) of methyl 5,9,13-trimethyltetradec-4-enoate in dry tetrahydrofuran (440 mL). After being stirred at 50° C. for 4 hours, the reaction mixture was cooled on ice, followed by careful addition of saturated sodium sulfate aqueous solution until the resulting gray suspension turned white. Sodium sulfate was added to the solution at room temperature for drying... Reactants: FC1=C(C=CC(=C1)I)NC1=C(C=CC=2C=NSC21)C(=O)O (7-(2-fluoro-4-iodo-phenylamino)-benzo[d]isothiazole-6-carboxylic acid), C(C)(C)N(CC)C(C)C (diisopropylethylamine), CC1(OC[C@@H](O1)CON)C (O—((R)-2,2-dimethyl-[1,3]dioxolan-4-ylmethyl)-hydroxylamine), CCN=C=NCCCN(C)C (EDCI), C=1C=CC2=C(C1)N=NN2O (HOBt). Run in CN(C)C=O (DMF), C(C)(=O)OCC (ethyl acetate). Reaction conditions: time 18 hour. The product is CC1(OC[C@@H](O1)CONC(=O)C1=C(C2=C(C=NS2)C=C1)NC1=C(C=C(C=C1)I)F)C (7-(2-Fluoro-4-iodo-phenylamino)-benzo[d]isothiazole-6-carboxylic acid ((R)-2,2-dimethyl-[1,3]dioxolan-4-ylmethoxy)-amide). The yield is 53.8%. As a reaction SMILES: [F:1][C:2]1[CH:7]=[C:6]([I:8])[CH:5]=[CH:4][C:3]=1[NH:9][C:10]1[C:18]2[S:17][N:16]=[CH:15][C:14]=2[CH:13]=[CH:12][C:11]=1[C:19]([OH:21])=O.C(N(C(C)C)CC)(C)C.[CH3:31][C:32]1([CH3:40])[O:36][C@@H:35]([CH2:37][O:38][NH2:39])[CH2:34][O:33]1.CCN=C=NCCCN(C)C.C1C=CC2N(O)N=NC=2C=1>CN(C=O)C.C(OCC)(=O)C>[CH3:31][C:32]1([CH3:40])[O:36][C@@H:35]([CH2:37][O:38][NH:39][C:19]([C:11]2[CH:12]=[CH:13][C:14]3[CH:15]=[N:16][S:17][C:18]=3[C:10]=2[NH:9][C:3]2[CH:4]=[CH:5][C:6]([I:8])=[CH:7][C:2]=2[F:1])=[O:21])[CH2:34][O:33]1. Procedure details: To a solution of 7-(2-fluoro-4-iodo-phenylamino)-benzo[d]isothiazole-6-carboxylic acid (377 mg, 0.91 mmol) and diisopropylethylamine (0.47 mL, 2.73 mmol) in DMF (4 mL) were added O—((R)-2,2-dimethyl-[1,3]dioxolan-4-ylmethyl)-hydroxylamine (268 mg, 1.82 mmol), EDCI (349 mg, 1.82 mmol) and HOBt (246 mg, 1.82 mmol). The reaction mixture was stirred for 18 hours at room temperature, diluted with ethyl acetate, and washed with water, a saturated aqueous solution of sodium hydrogen carbonate, then bri... The reactants are O=C(O)CCCCC(=O)c1ccccc1, O=S(Cl)Cl, c1ccccc1. Product: O=C(Cl)CCCCC(=O)c1ccccc1. Reaction SMILES: [O:1]=[C:2]([CH2:3][CH2:4][CH2:5][CH2:6][C:7](=[O:8])[OH:9])[c:10]1[cH:11][cH:12][cH:13][cH:14][cH:15]1.[S:16]([Cl:17])([Cl:18])=[O:19].[cH:20]1[cH:21][cH:22][cH:23][cH:24][cH:25]1>>[O:1]=[C:2]([CH2:3][CH2:4][CH2:5][CH2:6][C:7](=[O:8])[Cl:18])[c:10]1[cH:11][cH:12][cH:13][cH:14][cH:15]1. Reactants: C([O-])([O-])=O.[Na+].[Na+] (Sodium carbonate), ClC1=NC2=CC=CC=C2C=C1 (2-chloroquinoline), ClC=1C=C(C=CC1)B(O)O ((3-chlorophenyl)boronic acid), COCCOC (1,2-dimethoxyethane). The reagents and catalysts are C=1C=CC(=CC1)[P](C=2C=CC=CC2)(C=3C=CC=CC3)[Pd]([P](C=4C=CC=CC4)(C=5C=CC=CC5)C=6C=CC=CC6)([P](C=7C=CC=CC7)(C=8C=CC=CC8)C=9C=CC=CC9)[P](C=1C=CC=CC1)(C=1C=CC=CC1)C=1C=CC=CC1 (Pd(PPh3)4). Run in O (water). Yields the product ClC=1C=C(C=CC1)C1=NC2=CC=CC=C2C=C1 (2-(3-chlorophenyl)quinoline). Isolated yield 77.5%. Reaction SMILES: Cl[C:2]1[CH:11]=[CH:10][C:9]2[C:4](=[CH:5][CH:6]=[CH:7][CH:8]=2)[N:3]=1.[Cl:12][C:13]1[CH:14]=[C:15](B(O)O)[CH:16]=[CH:17][CH:18]=1.COCCOC.C(=O)([O-])[O-].[Na+].[Na+]>O.C1C=CC([P]([Pd]([P](C2C=CC=CC=2)(C2C=CC=CC=2)C2C=CC=CC=2)([P](C2C=CC=CC=2)(C2C=CC=CC=2)C2C=CC=CC=2)[P](C2C=CC=CC=2)(C2C=CC=CC=2)C2C=CC=CC=2)(C2C=CC=CC=2)C2C=CC=CC=2)=CC=1>[Cl:12][C:13]1[CH:18]=[C:17]([C:2]2[CH:11]=[CH:10][C:9]3[C:4](=[CH:5][CH:6]=[CH:7][CH:8]=3)[N:3]=2)[CH:16]=[CH:15][CH:14]=1 |f:3.4.5,^1:38,40,59,78|. Procedure: 2-chloroquinoline (9.25 g, 56.5 mmol), (3-chlorophenyl)boronic acid (9.28 g, 59.4 mmol), Pd(PPh3)4 (1.634 g, 1.413 mmol) were charged into the reaction flask with 300 mL of 1,2-dimethoxyethane. Sodium carbonate (14.98 g, 141 mmol) was dissolved in 50 mL of water and was charged into the reaction flask. The reaction flask was then evacuated and back-filled with nitrogen then was heated to reflux for 20 hours. The organic layer was separated and dried over magnesium sulfate. The organics were filt... Reactants: CNC=1C=NC=CC1C1CCC(CC1)=O (4-(3-(methylamino)pyridin-4-yl)cyclohexanone), N1CC(C1)NC(CNC1=NC=NC2=CC=C(C=C12)C(F)(F)F)=O (N-(azetidin-3-yl)-2-((6-(trifluoromethyl)quinazolin-4-yl)amino)acetamide), BrC1=C(C=NC=C1)NC (4-bromo-N-methylpyridin-3-amine), CC1(OB(OC1(C)C)C1=CCC2(OCCO2)CC1)C (8-(4,4,5,5-Tetramethyl-[1,3,2]dioxaborolan-2-yl)-1,4-dioxa-spiro[4.5]dec-7-ene), [BH-](OC(=O)C)(OC(=O)C)OC(=O)C.[Na+] (NaBH(OAc)3). Yields the product CNC=1C=NC=CC1C1CCC(CC1)N1CC(C1)NC(CNC1=NC=NC2=CC=C(C=C12)C(F)(F)F)=O (N-(1-(4-(3-(methylamino)pyridin-4-yl)cyclohexyl)azetidin-3-yl)-2-((6-(trifluoromethyl)quinazolin-4-yl)amino)acetamide). As a reaction SMILES: [CH3:1][NH:2][C:3]1[CH:4]=[N:5][CH:6]=[CH:7][C:8]=1[CH:9]1[CH2:14][CH2:13][C:12](=O)[CH2:11][CH2:10]1.BrC1C=CN=CC=1NC.CC1(C)C(C)(C)OB(C2CCC3(OCCO3)CC=2)O1.[NH:44]1[CH2:47][CH:46]([NH:48][C:49](=[O:66])[CH2:50][NH:51][C:52]2[C:61]3[C:56](=[CH:57][CH:58]=[C:59]([C:62]([F:65])([F:64])[F:63])[CH:60]=3)[N:55]=[CH:54][N:53]=2)[CH2:45]1.[BH-](OC(C)=O)(OC(C)=O)OC(C)=O.[Na+]>>[CH3:1][NH:2][C:3]1[CH:4]=[N:5][CH:6]=[CH:7][C:8]=1[CH:9]1[CH2:14][CH2:13][CH:12]([N:44]2[CH2:45][CH:46]([NH:48][C:49](=[O:66])[CH2:50][NH:51][C:52]3[C:61]4[C:56](=[CH:57][CH:58]=[C:59]([C:62]([F:63])([F:65])[F:64])[CH:60]=4)[N:55]=[CH:54][N:53]=3)[CH2:47]2)[CH2:11][CH2:10]1 |f:4.5|. Procedure: Reaction of 4-(3-(methylamino)pyridin-4-yl)cyclohexanone (prepared by the reaction of 4-bromo-N-methylpyridin-3-amine with 8-(4,4,5,5-Tetramethyl-[1,3,2]dioxaborolan-2-yl)-1,4-dioxa-spiro[4.5]dec-7-ene using the sequence described in Example 1 Step A-C) with N-(azetidin-3-yl)-2-((6-(trifluoromethyl)quinazolin-4-yl)amino)acetamide (as prepared in Example 1 Step G) in the presence of TEA and NaBH(OAc)3 as described in Example 1, Step H afforded the product.